From a dataset of the Open Reaction Database (ORD), a public repository of structured organic reaction records. describe an organic reaction: reactants, conditions, products, and yield Starting materials: CC(C(C)(C)O1)(C)OB1C2=CC=NC(N3CCOCC3)=C2F, ClC1=CC2=C(C=CN2)C=C1. The reagents and catalysts are CC(C)(C)C1=CC=C(C=C1)C2=CC=C(C=C2)C(C)(C)C, [O-]P(=O)([O-])[O-].[K+].[K+].[K+], CC(C1=CC(C(C)C)=C(C2=CC=CC=C2P(C3CCCCC3)C4CCCCC4)C(C(C)C)=C1)C.NC5=CC=CC=C5C6=CC=CC=[C-]6.Cl[Pd+]. The solvent is C1CCOC1, O (water), C1CCOC1. Reaction conditions: temperature 25 celsius, time 24 hour. Yields the product FC1=C(N2CCOCC2)N=CC=C1C3=CC4=C(C=C3)C=CN4. The yield is 77.0%.